This data is from the Open Reaction Database (ORD), a public repository of structured organic reaction records. The task is: describe an organic reaction: reactants, conditions, products, and yield Starting materials: ClC(Cl)(OC(OC(Cl)(Cl)Cl)=O)Cl (triphosgene), C(O)([O-])=O.[Na+] (sodium hydrogencarbonate), COC=1C=C2C(=CC=NC2=CC1OC)OC1=CC(=C(N)C=C1C)C (4-[(6,7-Dimethoxy-4-quinolyl)oxy]-2,5-dimethyl-aniline), NC1=CC=C(C(=N1)C)Br (6-amino-3-bromo-2-methylpyridine). Solvent: C(C)N(CC)CC (triethylamine), ClCCl (dichloromethane), C(Cl)(Cl)Cl (chloroform). Reaction conditions: time 30 minute. Product: BrC=1C=CC(=NC1C)NC(=O)NC1=C(C=C(C(=C1)C)OC1=CC=NC2=CC(=C(C=C12)OC)OC)C (N-(5 -Bromo-6-methyl-2-pyridyl)-N′-{4-[(6,7-dimethoxy-4-quinolyl) oxy]-2,5-dimethylphenyl}urea). The yield is 48.3%. Reaction SMILES: [CH3:1][O:2][C:3]1[CH:4]=[C:5]2[C:10](=[CH:11][C:12]=1[O:13][CH3:14])[N:9]=[CH:8][CH:7]=[C:6]2[O:15][C:16]1[C:22]([CH3:23])=[CH:21][C:19]([NH2:20])=[C:18]([CH3:24])[CH:17]=1.ClC(Cl)(O[C:29](=[O:35])OC(Cl)(Cl)Cl)Cl.[NH2:37][C:38]1[N:43]=[C:42]([CH3:44])[C:41]([Br:45])=[CH:40][CH:39]=1.C(=O)([O-])O.[Na+]>C(Cl)(Cl)Cl.C(N(CC)CC)C.ClCCl>[Br:45][C:41]1[CH:40]=[CH:39][C:38]([NH:37][C:29]([NH:20][C:19]2[CH:21]=[C:22]([CH3:23])[C:16]([O:15][C:6]3[C:5]4[C:10](=[CH:11][C:12]([O:13][CH3:14])=[C:3]([O:2][CH3:1])[CH:4]=4)[N:9]=[CH:8][CH:7]=3)=[CH:17][C:18]=2[CH3:24])=[O:35])=[N:43][C:42]=1[CH3:44] |f:3.4|. Reported procedure: 4-[(6,7-Dimethoxy-4-quinolyl)oxy]-2,5-dimethyl-aniline (100 mg) was dissolved in chloroform (10 ml) and triethylamine (1 ml), and a solution of triphosgene (92 mg) in dichloromethane was then added to the solution. The mixture was stirred at room temperature for 30 min. Next, 6-amino-3-bromo-2-methylpyridine (69 mg) was added to the reaction solution, and the mixture was stirred at room temperature overnight. A saturated aqueous sodium hydrogencarbonate solution was added to the reaction solutio... Reactants: [Br-], CSc1nc2ccc(Br)cc2s1, [Zn+]Cc1ccccc1, CCOC(C)=O, c1ccc(P(c2ccccc2)(c2ccccc2)[Pd](P(c2ccccc2)(c2ccccc2)c2ccccc2)(P(c2ccccc2)(c2ccccc2)c2ccccc2)P(c2ccccc2)(c2ccccc2)c2ccccc2)cc1. Product: Brc1ccc2nc(Cc3ccccc3)sc2c1. RXN SMILES: [Br-:13].[Br:1][c:2]1[cH:3][c:4]2[c:5]([n:6][c:7]([S:9][CH3:10])[s:8]2)[cH:11][cH:12]1.[CH2:14]([c:15]1[cH:16][cH:17][cH:18][cH:19][cH:20]1)[Zn+:21].[CH3:99][CH2:100][O:101][C:102]([CH3:103])=[O:104].[cH:22]1[cH:23][cH:24][c:25]([P:26]([Pd:27]([P:28]([c:29]2[cH:30][cH:31][cH:32][cH:33][cH:34]2)([c:35]2[cH:36][cH:37][cH:38][cH:39][cH:40]2)[c:41]2[cH:42][cH:43][cH:44][cH:45][cH:46]2)([P:47]([c:48]2[cH:49][cH:50][cH:51][cH:52][cH:53]2)([c:54]2[cH:55][cH:56][cH:57][cH:58][cH:59]2)[c:60]2[cH:61][cH:62][cH:63][cH:64][cH:65]2)[P:66]([c:67]2[cH:68][cH:69][cH:70][cH:71][cH:72]2)([c:73]2[cH:74][cH:75][cH:76][cH:77][cH:78]2)[c:79]2[cH:80][cH:81][cH:82][cH:83][cH:84]2)([c:85]2[cH:86][cH:87][cH:88][cH:89][cH:90]2)[c:91]2[cH:92][cH:93][cH:94][cH:95][cH:96]2)[cH:97][cH:98]1>>[Br:1][c:2]1[cH:3][c:4]2[c:5]([n:6][c:7]([CH2:14][c:15]3[cH:16][cH:17][cH:18][cH:19][cH:20]3)[s:8]2)[cH:11][cH:12]1. Reactants: C(C1=CC=CC=C1)OC=1C=C2C(=CC=C(C2=CC1)C(=O)OC)N(CC1=CC=CC=C1)CC1=CC=CC=C1 (methyl 6-(benzyloxy)-4-(dibenzylamino)-1-naphthoate). The reagents and catalysts are [Pd] (Pd on carbon). Solvent: CO (MeOH). Reaction conditions: time 20 hour. Product: COC(=O)C1=CC=C(C2=CC(=CC=C12)O)N (methyl-4-amino-6-hydroxy-1-naphthoate). As a reaction SMILES: C([O:8][C:9]1[CH:10]=[C:11]2[C:16](=[CH:17][CH:18]=1)[C:15]([C:19]([O:21][CH3:22])=[O:20])=[CH:14][CH:13]=[C:12]2[N:23](CC1C=CC=CC=1)CC1C=CC=CC=1)C1C=CC=CC=1>CO.[Pd]>[CH3:22][O:21][C:19]([C:15]1[C:16]2[C:11](=[CH:10][C:9]([OH:8])=[CH:18][CH:17]=2)[C:12]([NH2:23])=[CH:13][CH:14]=1)=[O:20]. Reported procedure: Pd on carbon (5 wt %, 0.350 g) was added to a solution of methyl 6-(benzyloxy)-4-(dibenzylamino)-1-naphthoate (3.409 g, 6.834 mmol) in MeOH (70 mL). The system was evacuated and purged with argon and then stirred under a H2 (g) atmosphere for 20 h. The mixture was filtered through a pad of Celite and concentrated to afford methyl-4-amino-6-hydroxy-1-naphthoate as a light brown solid. MS (ESI, pos. ion) m/z: 218.1 (M+H). Mass Calc'd for C12H11NO3: 217. Reactants: BrC1=CC=C(C=C1)C(O)C1CC2CCCC(C1)S2 ((4-Bromo-phenyl)-(9-thia-bicyclo[3.3.1]non-3-yl)-methanol). Reagents/catalysts: [O-2].[O-2].[Mn+4] (manganese dioxide). Run in C(Cl)Cl (DCM). Reaction conditions: time 24 hour. Product: BrC1=CC=C(C=C1)C(=O)C1CC2CCCC(C1)S2 ((4-Bromo-phenyl)-(9-thia-bicyclo[3.3.1]non-3-yl)methanone). Isolated yield 76.0%. RXN SMILES: [Br:1][C:2]1[CH:7]=[CH:6][C:5]([CH:8]([CH:10]2[CH2:17][CH:16]3[S:18][CH:12]([CH2:13][CH2:14][CH2:15]3)[CH2:11]2)[OH:9])=[CH:4][CH:3]=1>C(Cl)Cl.[O-2].[O-2].[Mn+4]>[Br:1][C:2]1[CH:3]=[CH:4][C:5]([C:8]([CH:10]2[CH2:11][CH:12]3[S:18][CH:16]([CH2:15][CH2:14][CH2:13]3)[CH2:17]2)=[O:9])=[CH:6][CH:7]=1 |f:2.3.4|. Procedure details: To a solution of (4-Bromo-phenyl)-(9-thia-bicyclo[3.3.1]non-3-yl)-methanol (1.10 g, 3.38 mmol) in DCM (53 ml) was added a total of manganese dioxide (4.88 g, 56.131 mmol) at RT and the reaction mixture was stirred for 24 hrs. The suspension was filtered through a pad of hyflo and the residue was washed with DCM, dried in vacuo to yield the title intermediate (880 mg, 2.57 mmol, 95%) as a beige solid. The reactants are CCCCN(C(=O)NC1CCCCC1)c1c2ccccc2nn1-c1ccc(Cl)cc1, CN1CCCC1=O, NC1CCCCC1. Yields the product Clc1ccc(-n2nc3ccccc3c2NC2CCCCC2)cc1. Reaction SMILES: [CH2:1]([N:5]([C:2]([NH:3][CH:4]1[CH2:6][CH2:7][CH2:8][CH2:9][CH2:10]1)=[O:11])[c:15]1[n:16](-[c:24]2[cH:25][cH:26][c:27]([Cl:30])[cH:28][cH:29]2)[n:17][c:18]2[cH:19][cH:20][cH:21][cH:22][c:23]12)[CH2:12][CH2:13][CH3:14].[CH3:38][N:39]1[CH2:40][CH2:41][CH2:42][C:43]1=[O:44].[NH2:31][CH:32]1[CH2:33][CH2:34][CH2:35][CH2:36][CH2:37]1>>[NH:5]([c:15]1[n:16](-[c:24]2[cH:25][cH:26][c:27]([Cl:30])[cH:28][cH:29]2)[n:17][c:18]2[cH:19][cH:20][cH:21][cH:22][c:23]12)[CH:32]1[CH2:33][CH2:34][CH2:35][CH2:36][CH2:37]1.